This data is from the Open Reaction Database (ORD), a public repository of structured organic reaction records. The task is: describe an organic reaction: reactants, conditions, products, and yield The reactants are C(C)(C)(C)OC(COC1=C(C=C(C=C1)C#N)C#C)=O (tert-butyl(4-cyano-2-ethynylphenoxy)acetate), CN(S(=O)(=O)C=1C=NC=C(C1)Br)C (5-bromo-pyridine-3-sulfonic acid dimethylamide), C(C)(C)(C)OC(COC1=C(C=C(C=C1)C#N)C#C)=O (tert-butyl(4-cyano-2-ethynylphenoxy)acetate), CN(S(=O)(=O)C=1C=NC=C(C1)Br)C (5-bromo-pyridine-3-sulfonic acid dimethylamide). The product is C(#N)C1=CC(=C(OCC(=O)O)C=C1)C#CC=1C=NC=C(C1)S(=O)(=O)N(C)C ([4-cyano-2-({5-[(dimethylamino)sulfonyl]pyridin-3-yl}ethynyl)phenoxy]acetic acid). Reaction SMILES: C([O:5][C:6](=[O:19])[CH2:7][O:8][C:9]1[CH:14]=[CH:13][C:12]([C:15]#[N:16])=[CH:11][C:10]=1[C:17]#[CH:18])(C)(C)C.[CH3:20][N:21]([CH3:32])[S:22]([C:25]1[CH:26]=[N:27][CH:28]=[C:29](Br)[CH:30]=1)(=[O:24])=[O:23]>>[C:15]([C:12]1[CH:13]=[CH:14][C:9]([O:8][CH2:7][C:6]([OH:5])=[O:19])=[C:10]([C:17]#[C:18][C:29]2[CH:28]=[N:27][CH:26]=[C:25]([S:22]([N:21]([CH3:32])[CH3:20])(=[O:23])=[O:24])[CH:30]=2)[CH:11]=1)#[N:16]. Procedure details: Following the general method as outlined in Example 37, starting from tert-butyl(4-cyano-2-ethynyl phenoxy)acetate (Intermediate 46) and 5-bromo-pyridine-3-sulfonic acid dimethylamide (Intermediate 32), the title compound was obtained as a yellow solid. The reactants are Cc1ccccc1, Nc1cc(Cc2n[nH]c(=O)c3ccccc23)ccc1F, O=C1CC(c2ccccc2)C(=O)O1. The product is O=C(CC(C(=O)O)c1ccccc1)Nc1cc(Cc2n[nH]c(=O)c3ccccc23)ccc1F. Reaction SMILES: [CH3:34][c:35]1[cH:36][cH:37][cH:38][cH:39][cH:40]1.[NH2:1][c:2]1[cH:3][c:4]([CH2:5][c:6]2[n:7][nH:8][c:9](=[O:16])[c:10]3[cH:11][cH:12][cH:13][cH:14][c:15]23)[cH:17][cH:18][c:19]1[F:20].[c:21]1([CH:27]2[C:28](=[O:33])[O:29][C:30](=[O:32])[CH2:31]2)[cH:22][cH:23][cH:24][cH:25][cH:26]1>>[NH:1]([c:2]1[cH:3][c:4]([CH2:5][c:6]2[n:7][nH:8][c:9](=[O:16])[c:10]3[cH:11][cH:12][cH:13][cH:14][c:15]23)[cH:17][cH:18][c:19]1[F:20])[C:30]([CH2:31][CH:27]([c:21]1[cH:22][cH:23][cH:24][cH:25][cH:26]1)[C:28](=[O:29])[OH:33])=[O:32]. The reactants are CC[O-], CCCCC(C(=O)OCC)C(=O)OCC, [Na+]. The product is CCOC(=O)CC(=O)OCC. As a reaction SMILES: [CH2:16]([O-:17])[CH3:18].[CH2:1]([CH3:2])[O:3][C:4]([CH:5]([C:6](=[O:7])[O:8][CH2:9][CH3:10])[CH2:11][CH2:12][CH2:13][CH3:14])=[O:15].[Na+:19]>>[CH2:1]([CH3:2])[O:3][C:4]([CH2:5][C:6](=[O:7])[O:8][CH2:9][CH3:10])=[O:15]. The reactants are COC1=CC=C(C=C1)C1=C(C2=C(S1)C=C(C=C2)OC)C(=O)C2=CC1=CC=C(C=C1C=C2)OCCN2CCCCC2 ([2-(4-methoxyphenyl)-6-methoxybenzo[b]thien-3-yl][6-[2-(1-piperidinyl)ethoxy]naphth-2-yl]methanone), [Al+3].[Cl-].[Cl-].[Cl-] (AlCl3), CCS (EtSH). Product: OC1=CC=C(C=C1)C1=C(C2=C(S1)C=C(C=C2)O)C(=O)C2=CC1=CC=C(C=C1C=C2)OCCN2CCCCC2 ([2-(4-Hydroxyphenyl)-6-hydroxybenzo[b]thien-3-yl][6-[2-(1-piperidinyl)ethoxy]naphth-2-yl]methanone). Isolated yield 42.9%. RXN SMILES: C[O:2][C:3]1[CH:8]=[CH:7][C:6]([C:9]2[S:13][C:12]3[CH:14]=[C:15]([O:18]C)[CH:16]=[CH:17][C:11]=3[C:10]=2[C:20]([C:22]2[CH:31]=[CH:30][C:29]3[C:24](=[CH:25][CH:26]=[C:27]([O:32][CH2:33][CH2:34][N:35]4[CH2:40][CH2:39][CH2:38][CH2:37][CH2:36]4)[CH:28]=3)[CH:23]=2)=[O:21])=[CH:5][CH:4]=1.[Al+3].[Cl-].[Cl-].[Cl-].CCS>>[OH:2][C:3]1[CH:8]=[CH:7][C:6]([C:9]2[S:13][C:12]3[CH:14]=[C:15]([OH:18])[CH:16]=[CH:17][C:11]=3[C:10]=2[C:20]([C:22]2[CH:31]=[CH:30][C:29]3[C:24](=[CH:25][CH:26]=[C:27]([O:32][CH2:33][CH2:34][N:35]4[CH2:36][CH2:37][CH2:38][CH2:39][CH2:40]4)[CH:28]=3)[CH:23]=2)=[O:21])=[CH:5][CH:4]=1 |f:1.2.3.4|. Procedure details: In a manner similar to that used in Example 2, 1.4 g (2.54 mmol) of [2-(4-methoxyphenyl)-6-methoxybenzo[b]thien-3-yl][6-[2-(1-piperidinyl)ethoxy]naphth-2-yl]methanone, 1.4 g (10.2 mmol) of AlCl3, and 2 mL (12.7 mmol) of EtSH was converted to 570 mg of the title compound as a yellow powder. Starting materials: CO, CC(CO)Oc1cc(Oc2ccc(C(=O)N3CCC3)cc2Cl)cc(C(=O)Nc2ccn(C(C)C)n2)c1. Product: CC(CO)Oc1cc(Oc2ccc(C(=O)N3CCC3)cc2)cc(C(=O)Nc2ccn(C(C)C)n2)c1. As a reaction SMILES: [CH3:37][OH:38].[N:1]1([C:5](=[O:6])[c:7]2[cH:8][c:9]([Cl:36])[c:10]([O:11][c:12]3[cH:13][c:14]([C:15](=[O:16])[NH:17][c:18]4[n:19][n:20]([CH:23]([CH3:24])[CH3:25])[cH:21][cH:22]4)[cH:26][c:27]([O:29][CH:30]([CH2:31][OH:32])[CH3:33])[cH:28]3)[cH:34][cH:35]2)[CH2:2][CH2:3][CH2:4]1>>[N:1]1([C:5](=[O:6])[c:7]2[cH:8][cH:9][c:10]([O:11][c:12]3[cH:13][c:14]([C:15](=[O:16])[NH:17][c:18]4[n:19][n:20]([CH:23]([CH3:24])[CH3:25])[cH:21][cH:22]4)[cH:26][c:27]([O:29][CH:30]([CH2:31][OH:32])[CH3:33])[cH:28]3)[cH:34][cH:35]2)[CH2:2][CH2:3][CH2:4]1.